This data is from the Open Reaction Database (ORD), a public repository of structured organic reaction records. The task is: describe an organic reaction: reactants, conditions, products, and yield Starting materials: BrC=1N=C2C(=NC1Cl)N(CCC2)CCCCCCC(=O)OCC (ethyl 7-(2-bromo-3-chloro-7,8-dihydropyrido[2,3-b]pyrazin-5(6H)-yl)heptanoate), B(C=1C=CC(=CC1)C)(O)O (p-tolylboronic acid), C([O-])([O-])=O.[K+].[K+] (potassium carbonate), N#N (N2). Reagents/catalysts: C=1C=CC(=CC1)[P](C=2C=CC=CC2)(C=3C=CC=CC3)[Pd]([P](C=4C=CC=CC4)(C=5C=CC=CC5)C=6C=CC=CC6)([P](C=7C=CC=CC7)(C=8C=CC=CC8)C=9C=CC=CC9)[P](C=1C=CC=CC1)(C=1C=CC=CC1)C=1C=CC=CC1 (Pd(Ph3P)4). Run in O1CCOCC1 (Dioxane). Conditions: temperature 150 celsius. Yields the product ClC1=C(N=C2C(=N1)N(CCC2)CCCCCCC(=O)OCC)C2=CC=C(C=C2)C (Ethyl 7-(3-chloro-2-p-tolyl-7,8-dihydropyrido[2,3-b]pyrazin-5(6H)-yl)heptanoate). RXN SMILES: Br[C:2]1[N:3]=[C:4]2[CH2:12][CH2:11][CH2:10][N:9]([CH2:13][CH2:14][CH2:15][CH2:16][CH2:17][CH2:18][C:19]([O:21][CH2:22][CH3:23])=[O:20])[C:5]2=[N:6][C:7]=1[Cl:8].B(O)(O)[C:25]1[CH:26]=[CH:27][C:28]([CH3:31])=[CH:29][CH:30]=1.C(=O)([O-])[O-].[K+].[K+].N#N>C1C=CC([P]([Pd]([P](C2C=CC=CC=2)(C2C=CC=CC=2)C2C=CC=CC=2)([P](C2C=CC=CC=2)(C2C=CC=CC=2)C2C=CC=CC=2)[P](C2C=CC=CC=2)(C2C=CC=CC=2)C2C=CC=CC=2)(C2C=CC=CC=2)C2C=CC=CC=2)=CC=1.O1CCOCC1>[Cl:8][C:7]1[N:6]=[C:5]2[N:9]([CH2:13][CH2:14][CH2:15][CH2:16][CH2:17][CH2:18][C:19]([O:21][CH2:22][CH3:23])=[O:20])[CH2:10][CH2:11][CH2:12][C:4]2=[N:3][C:2]=1[C:25]1[CH:30]=[CH:29][C:28]([CH3:31])=[CH:27][CH:26]=1 |f:2.3.4,^1:45,47,66,85|. Procedure: A mixture of ethyl 7-(2-bromo-3-chloro-7,8-dihydropyrido[2,3-b]pyrazin-5(6H)-yl)heptanoate (Intermediate EB) (200 mg, 0.494 mmol), p-tolylboronic acid (Aldrich) (73.9 mg, 0.544 mmol) and potassium carbonate (205 mg, 1.482 mmol) were combined in a microwave vial. Dioxane (2 ml) was added and the flask was sealed and deoxygenated by evacuation/N2 purge (×3). Pd(Ph3P)4 (57.1 mg, 0.049 mmol) was added and the mixture was de-oxygenated by evacuation/N2 purge (×3) and heated at 150° C. for 3 hours usi... Reactants: [Na] (sodium), COCC(=O)OCC (ethyl (methyloxy)acetate), COC(C)(C)C (tert-butyl methyl ether), CC(=O)C (acetone). Solvent: C1(=CC=CC=C1)C (toluene). Reaction conditions: time 3 hour. Product: COCC(CC(C)=O)=O (1-(methyloxy)-2,4-pentanedione). The yield is 36.9%. Reaction SMILES: [Na].C[O:3][CH2:4][C:5]([O:7][CH2:8]C)=O.[CH3:10][C:11]([CH3:13])=[O:12].COC(C)(C)C>C1(C)C=CC=CC=1>[CH3:8][O:7][CH2:5][C:4](=[O:3])[CH2:10][C:11](=[O:12])[CH3:13] |^1:0|. Procedure details: To a solution of sodium (5.83 g, 243.3 mmol) in dry toluene (62.5 mL) was added ethyl (methyloxy)acetate (24 g, 203.4 mmol) at −5° C. After stirring for 3 h, acetone (14 g, 231.4 mmol) was slowly added, upon which the mixture became brown and viscous. Next added 72 mL of tert-butyl methyl ether, and the reaction mixture was stirred at room temperature for 12 h, after which time the sodium salt precipitated. After collection and washing with additional tert-butyl methyl ether, the sodium salt was...